From a dataset of the Open Reaction Database (ORD), a public repository of structured organic reaction records. describe an organic reaction: reactants, conditions, products, and yield Starting materials: ClC(C1OC2=C(C(O1)C(Cl)(Cl)Cl)C=C(C=C2)C(=O)Cl)(Cl)Cl (2,4-bis(trichloromethyl)benzo[1,3]dioxin-6-carbonyl chloride), C(C)NCC (diethylamine). Product: ClC(=C1OC(OC2=C1C=C(C=C2)C(=O)N(CC)CC)C(Cl)(Cl)Cl)Cl (4-dichloromethylene-N,N-diethyl-2-trichloromethylbenzo[1,3]dioxin-6-carboxamide). As a reaction SMILES: [Cl:1][C:2]([Cl:21])([Cl:20])[CH:3]1[O:8][CH:7]([C:9](Cl)([Cl:11])[Cl:10])[C:6]2[CH:13]=[C:14]([C:17](Cl)=[O:18])[CH:15]=[CH:16][C:5]=2[O:4]1.[CH2:22]([NH:24][CH2:25][CH3:26])[CH3:23]>>[Cl:10][C:9]([Cl:11])=[C:7]1[C:6]2[CH:13]=[C:14]([C:17]([N:24]([CH2:25][CH3:26])[CH2:22][CH3:23])=[O:18])[CH:15]=[CH:16][C:5]=2[O:4][CH:3]([C:2]([Cl:20])([Cl:21])[Cl:1])[O:8]1. Reported procedure: A mixture of 2,4-bis(trichloromethyl)benzo[1,3]dioxin-6-carbonyl chloride (2 g.) and diethylamine (25 ml.) was heated under reflux for 2 hrs., cooled, and filtered to remove diethylamine hydrochloride. The filtrate was evaporated to dryness under reduced pressure, and the residue was crystallised from ethanol to give 4-dichloromethylene-N,N-diethyl-2-trichloromethylbenzo[1,3]dioxin-6-carboxamide, m.p. 123°-124° C. Starting materials: COc1ccc(Br)cc1CO, CC(C)(C)[Si](C)(C)Cl, CN(C)C=O, c1c[nH]cn1. Product: COc1ccc(Br)cc1CO[Si](C)(C)C(C)(C)C. Reaction SMILES: [Br:1][c:2]1[cH:3][cH:4][c:5]([O:10][CH3:11])[c:6]([CH2:7][OH:8])[cH:9]1.[C:17]([CH3:18])([CH3:19])([CH3:20])[Si:21]([CH3:22])([CH3:23])[Cl:24].[O:25]=[CH:26][N:27]([CH3:28])[CH3:29].[nH:12]1[cH:13][cH:14][n:15][cH:16]1>>[Br:1][c:2]1[cH:3][cH:4][c:5]([O:10][CH3:11])[c:6]([CH2:7][O:8][Si:21]([C:17]([CH3:18])([CH3:19])[CH3:20])([CH3:22])[CH3:23])[cH:9]1. Yields the product ClC1=CC=2C=3N(C(NC2C=C1)=N)N=C(N3)C3OCCC3 (9-chloro-5-imino-2-(2-tetrahydrofuryl)-5,6-dihydro-[1,2,4]triazolo[1,5-c]-quinazoline). Procedure details: Concentrated aqueous ammonium hydroxide (50 ml) in a stainless steel pressure vessel is saturated with gaseous ammonia at 0° and 5,9-dichloro-2-(2-tetrahydrofuryl)[1,2,4]triazolo[1,5-c]-quinazoline (1.22 g) added. The mixture is heated over six hours at an outside temperature of 150°, cooled and filtered. The precipitate is washed with water and dried under high vacuum to afford pure 9-chloro-5-imino-2-(2-tetrahydrofuryl)-5,6-dihydro-[1,2,4]triazolo[1,5-c]-quinazoline (0.45 g), mp 203°-206°. The... Solvent: [OH-].[NH4+] (ammonium hydroxide). RXN SMILES: [NH3:1].Cl[C:3]1[N:12]2[N:13]=[C:14]([CH:16]3[CH2:20][CH2:19][CH2:18][O:17]3)[N:15]=[C:11]2[C:10]2[CH:9]=[C:8]([Cl:21])[CH:7]=[CH:6][C:5]=2[N:4]=1>[OH-].[NH4+]>[Cl:21][C:8]1[CH:7]=[CH:6][C:5]2[NH:4][C:3](=[NH:1])[N:12]3[N:13]=[C:14]([CH:16]4[CH2:20][CH2:19][CH2:18][O:17]4)[N:15]=[C:11]3[C:10]=2[CH:9]=1 |f:2.3|. Reactants: N (ammonia), ClC1=NC=2C=CC(=CC2C=2N1N=C(N2)C2OCCC2)Cl (5,9-dichloro-2-(2-tetrahydrofuryl)[1,2,4]triazolo[1,5-c]-quinazoline).